describe an organic reaction: reactants, conditions, products, and yield From a dataset of the Open Reaction Database (ORD), a public repository of structured organic reaction records. Reaction SMILES: [CH:12]1([c:15]2[c:16]([C:17](=[O:18])[OH:19])[c:20]([C:28]([F:29])([F:30])[F:31])[cH:21][c:22]([C:24]([F:25])([F:26])[F:27])[cH:23]2)[CH2:13][CH2:14]1.[N:1]1([CH:6]2[CH:7]([NH2:11])[CH2:8][CH2:9][CH2:10]2)[CH2:2][CH2:3][CH2:4][CH2:5]1>>[N:1]1([CH:6]2[CH:7]([NH:11][C:17]([c:16]3[c:15]([CH:12]4[CH2:13][CH2:14]4)[cH:23][c:22]([C:24]([F:25])([F:26])[F:27])[cH:21][c:20]3[C:28]([F:29])([F:30])[F:31])=[O:18])[CH2:8][CH2:9][CH2:10]2)[CH2:2][CH2:3][CH2:4][CH2:5]1. Product: O=C(NC1CCCC1N1CCCC1)c1c(C2CC2)cc(C(F)(F)F)cc1C(F)(F)F. The reactants are O=C(O)c1c(C2CC2)cc(C(F)(F)F)cc1C(F)(F)F, NC1CCCC1N1CCCC1.